describe an organic reaction: reactants, conditions, products, and yield From a dataset of the Open Reaction Database (ORD), a public repository of structured organic reaction records. Reactants: C[C@](CC=1C=CC(=C(C1)O)O)(C(=O)O)NN (carbidopa). Run in C1=CC(=C(C=C1CCN)O)O (Sinemet), CR. Product: C1=CC(=C(C=C1C[C@@H](C(=O)O)N)O)O (levodopa). Isolated yield 458.9%. Reaction SMILES: C[C@@:2]([NH:15]N)([C:12]([OH:14])=[O:13])[CH2:3][C:4]1[CH:5]=[CH:6][C:7]([OH:11])=[C:8]([OH:10])[CH:9]=1>C1C(CCN)=CC(O)=C(O)C=1>[CH:5]1[C:4]([CH2:3][C@H:2]([NH2:15])[C:12]([OH:14])=[O:13])=[CH:9][C:8]([OH:10])=[C:7]([OH:11])[CH:6]=1. Procedure details: The in vitro dissolution profile of Sinemet® CR 50-200 tablets, containing 50 mg carbidopa and 200 mg levodopa were obtained under simulated gastric conditions. The dissolution tests were performed in 900 mL of a 0.1 N HCl-pH 1.2 solution, in a USP II apparatus at a temperature of 37° C. The paddle speed was set at 50 rpm. Samples of dissolution media were collected at predetermined intervals and analyzed by HPLC. The dissolution profiles of levodopa and carbidopa obtained from HPLC analysis are...